Dataset: the Open Reaction Database (ORD), a public repository of structured organic reaction records. Task: describe an organic reaction: reactants, conditions, products, and yield The reactants are CO, O=CC1CC=CCC1, O=CCc1ccc(F)cc1, [Na+], [OH-], O. Product: O=CC(=CC1CC=CCC1)c1ccc(F)cc1. RXN SMILES: [CH3:22][OH:23].[CH:3]1([CH:9]=[O:10])[CH2:4][CH:5]=[CH:6][CH2:7][CH2:8]1.[F:11][c:12]1[cH:13][cH:14][c:15]([CH2:18][CH:19]=[O:20])[cH:16][cH:17]1.[Na+:2].[OH-:1].[OH2:21]>>[CH:3]1([CH:9]=[C:18]([c:15]2[cH:14][cH:13][c:12]([F:11])[cH:17][cH:16]2)[CH:19]=[O:20])[CH2:4][CH:5]=[CH:6][CH2:7][CH2:8]1. Reactants: C(C)(C)(C)C=1C=C(C=CC1)[C@H](C)N ((S)-1-(3-(tert-butyl)phenyl)ethanamine), C(C)(C)(C)OC(=O)C1=C(C=CC=C1)C1=CC=C(C=C1)CN1C(=C(C2=CC(=CC=C12)C(=O)O)C)C (1-((2′-(tert-butoxycarbonyl)-[1,1′-biphenyl]-4-yl)methyl)-2,3-dimethyl-1H-indole-5-carboxylic acid). Yields the product C(C)(C)(C)C=1C=C(C=CC1)[C@H](C)NC(=O)C=1C=C2C(=C(N(C2=CC1)CC1=CC=C(C=C1)C=1C(=CC=CC1)C(=O)O)C)C ((S)-4′-((5-((1-(3-(tert-butyl)phenyl)ethyl)carbamoyl)-2,3-dimethyl-1H-indol-1-yl)methyl)-[1,1′-biphenyl]-2-carboxylic acid). Reaction SMILES: [C:1]([C:5]1[CH:6]=[C:7]([C@@H:11]([NH2:13])[CH3:12])[CH:8]=[CH:9][CH:10]=1)([CH3:4])([CH3:3])[CH3:2].C([O:18][C:19]([C:21]1[CH:26]=[CH:25][CH:24]=[CH:23][C:22]=1[C:27]1[CH:32]=[CH:31][C:30]([CH2:33][N:34]2[C:42]3[C:37](=[CH:38][C:39]([C:43](O)=[O:44])=[CH:40][CH:41]=3)[C:36]([CH3:46])=[C:35]2[CH3:47])=[CH:29][CH:28]=1)=[O:20])(C)(C)C>>[C:1]([C:5]1[CH:6]=[C:7]([C@@H:11]([NH:13][C:43]([C:39]2[CH:38]=[C:37]3[C:42](=[CH:41][CH:40]=2)[N:34]([CH2:33][C:30]2[CH:29]=[CH:28][C:27]([C:22]4[C:21]([C:19]([OH:20])=[O:18])=[CH:26][CH:25]=[CH:24][CH:23]=4)=[CH:32][CH:31]=2)[C:35]([CH3:47])=[C:36]3[CH3:46])=[O:44])[CH3:12])[CH:8]=[CH:9][CH:10]=1)([CH3:4])([CH3:2])[CH3:3]. Procedure: The title compound was prepared following the same general protocol as described in Step 8-9, Example 1, using (S)-1-(3-(tert-butyl)phenyl)ethanamine and 1-((2′-(tert-butoxycarbonyl)-[1,1′-biphenyl]-4-yl)methyl)-2,3-dimethyl-1H-indole-5-carboxylic acid. ESI-MS (m/z): 559 [M+H]+. Reactants: [Br-].[K+] (potassium bromide), C([O-])(O)=O.[Na+] (sodium bicarbonate), Cl[O-].[Na+] (sodium hypochlorite), C1(=CC=CC=C1)CC[C@@](CCO)(CCC)OCOC1=CC=C(C=C1)C1=CC=CC=C1 ((R)-3-(2-phenylethyl)-3-[(4-phenylphenoxy)methoxy]hexanol), O.O.O.O.O.S(=S)(=O)([O-])[O-].[Na+].[Na+] (sodium thiosulfate pentahydrate). Run in O (water), C(Cl)Cl (methylene chloride), O (water). The product is C1(=CC=CC=C1)CC[C@@](CC=O)(CCC)OCOC1=CC=C(C=C1)C1=CC=CC=C1 ((R)-3-(2-phenylethyl)-3-[(4-phenylphenoxy)methoxy]hexanal). Reaction SMILES: [C:1]1([CH2:7][CH2:8][C@:9]([O:16][CH2:17][O:18][C:19]2[CH:24]=[CH:23][C:22]([C:25]3[CH:30]=[CH:29][CH:28]=[CH:27][CH:26]=3)=[CH:21][CH:20]=2)([CH2:13][CH2:14][CH3:15])[CH2:10][CH2:11][OH:12])[CH:6]=[CH:5][CH:4]=[CH:3][CH:2]=1.[Br-].[K+].C(=O)(O)[O-].[Na+].Cl[O-].[Na+].O.O.O.O.O.S([O-])([O-])(=O)=S.[Na+].[Na+]>C(Cl)Cl.O>[C:1]1([CH2:7][CH2:8][C@:9]([O:16][CH2:17][O:18][C:19]2[CH:20]=[CH:21][C:22]([C:25]3[CH:30]=[CH:29][CH:28]=[CH:27][CH:26]=3)=[CH:23][CH:24]=2)([CH2:13][CH2:14][CH3:15])[CH2:10][CH:11]=[O:12])[CH:6]=[CH:5][CH:4]=[CH:3][CH:2]=1 |f:1.2,3.4,5.6,7.8.9.10.11.12.13.14|. Procedure details: To a mixture of crude (R)-3-(2-phenylethyl)-3-[(4-phenylphenoxy)methoxy]hexanol (XI, EXAMPLE 8, 91.1 wt %, 15.40 g, 34.68 mmol) in methylene chloride (47 ml) at 0° is added a solution of potassium bromide (0.4057 35 g, 3.409 mmol, 0.098 equiv) and sodium bicarbonate (1.557 g, 18.53 mmol, 0.53 equiv) in water (20.5 ml) followed by 4-hydroxy-2,2,6,6-tetramethylpiperidinyloxy, free radical (0.3060 g, 1.776 mmol, 0.051 equiv). Aqueous sodium hypochlorite (13.4 wt %/vol, 26.6 ml, 47.88 mmol, 1.38 equ... The reactants are CN(C)C=O (DMF), FC(C1=C(N)C=C(C=C1)C(F)(F)F)(F)F (2,5-bis(trifluoromethyl)aniline), [Cl-].[NH4+] (ammonium chloride), C(C(C)C)N1C(=NC(=CC1=O)C(F)(F)F)S(=O)(=O)C (3-isobutyl-2-methylsulfonyl-6-trifluoromethyl-4(3H)-pyrimidinone). Run in [H-].[Na+] (Sodium hydride), CCOCC (ether), [H-].[Na+] (sodium hydride). Conditions: time 30 minute. The product is FC(C1=C(C=C(C=C1)C(F)(F)F)NC1=NC(=CC(N1CC(C)C)=O)C(F)(F)F)(F)F (2-{2,5-bis(trifluoromethyl)phenyl}amino-3-isobutyl-6-trifluoromethyl-4(3H)-pyrimidinone). Yield: 29.0%. RXN SMILES: CN(C=O)C.[F:6][C:7]([F:20])([F:19])[C:8]1[CH:14]=[CH:13][C:12]([C:15]([F:18])([F:17])[F:16])=[CH:11][C:9]=1[NH2:10].[CH2:21]([N:25]1[C:30](=[O:31])[CH:29]=[C:28]([C:32]([F:35])([F:34])[F:33])[N:27]=[C:26]1S(C)(=O)=O)[CH:22]([CH3:24])[CH3:23].[Cl-].[NH4+]>CCOCC.[H-].[Na+]>[F:6][C:7]([F:19])([F:20])[C:8]1[CH:14]=[CH:13][C:12]([C:15]([F:17])([F:16])[F:18])=[CH:11][C:9]=1[NH:10][C:26]1[N:25]([CH2:21][CH:22]([CH3:24])[CH3:23])[C:30](=[O:31])[CH:29]=[C:28]([C:32]([F:35])([F:33])[F:34])[N:27]=1 |f:3.4,6.7|. Procedure details: Sodium hydride (60% in oil, 1.01 g, 15.2 mmol) was added to DMF (30 ml) solution of 2,5-bis(trifluoromethyl)aniline (3.2 g, 14.1 mmol), followed by stirring at room temperature for 30 minutes. Then, 3-isobutyl-2-methylsulfonyl-6-trifluoromethyl-4(3H)-pyrimidinone (3.0 g, 11.7 mmol) was added, followed by further stirring for 4 hours. After completion of the reaction, the reaction solution was diluted with ether (20 ml), excess sodium hydride was neutralized with saturated ammonium chloride aqueo... Reactants: C1(=CC=C(C=C1)S(=O)(=O)O)C (p-toluenesulphonic acid), O (water), O=O (oxygen), C(C)(=O)S[C@@H]1[C@H](C(N1C(C(=O)OCC1=CC=C(C=C1)OC)=C(C)C)=O)Br (p-methoxybenzyl 2[(3S, 4R)-4-acetylthio-3-bromo-2-oxoazetidin-1-yl]-3-methylbut-2-enoate), P(OC)(OC)OC (trimethyl phosphite). Solvent: C(C)(=O)OCC (ethyl acetate). Reaction conditions: time 15 minute. Product: C(C)(=O)S[C@@H]1[C@H](C(N1CC(=O)OCC1=CC=C(C=C1)OC)=O)Br (p-Methoxybenzyl [(3S, 4R)-4-acetylthio-3-bromo-2-oxoazetidin-1-yl]acetate). Reaction SMILES: O=O.[C:3]([S:6][C@H:7]1[N:10]([C:11](=C(C)C)[C:12]([O:14][CH2:15][C:16]2[CH:21]=[CH:20][C:19]([O:22][CH3:23])=[CH:18][CH:17]=2)=[O:13])[C:9](=[O:27])[C@@H:8]1[Br:28])(=[O:5])[CH3:4].P(OC)(OC)OC.C1(C)C=CC(S(O)(=O)=O)=CC=1.O>C(OCC)(=O)C>[C:3]([S:6][C@H:7]1[N:10]([CH2:11][C:12]([O:14][CH2:15][C:16]2[CH:17]=[CH:18][C:19]([O:22][CH3:23])=[CH:20][CH:21]=2)=[O:13])[C:9](=[O:27])[C@@H:8]1[Br:28])(=[O:5])[CH3:4]. Procedure: Ozonised oxygen was bubbled through a solution of p-methoxybenzyl 2[(3S, 4R)-4-acetylthio-3-bromo-2-oxoazetidin-1-yl]-3-methylbut-2-enoate (Osborne N. F. et al., J. Chem. Soc. Perkin Trans. 1, 1994, 179) (20.16 g, 0.0456 mol) in ethyl acetate (400 ml) at -65° to -70° C. until a permanent blue solution was obtained. Excess ozone was removed by the passage of oxygen, then trimethyl phosphite (53.8 ml, 0.456 mol) was added dropwise. After 15 min. the solution was allowed to warm to room temperature... Reactants: CSCCC(NC(C)=O)C(=O)N1CCN(C(=O)OC(C)(C)C)CC1, ClCCl, O=C(O)C(F)(F)F. The product is CSCCC(NC(C)=O)C(=O)N1CCNCC1. As a reaction SMILES: [C:1]([O:2][C:3](=[O:4])[N:8]1[CH2:9][CH2:10][N:11]([C:14]([CH:15]([NH:16][C:17]([CH3:18])=[O:19])[CH2:20][CH2:21][S:22][CH3:23])=[O:24])[CH2:12][CH2:13]1)([CH3:5])([CH3:6])[CH3:7].[Cl:32][CH2:33][Cl:34].[OH:25][C:26]([C:27]([F:28])([F:29])[F:30])=[O:31]>>[NH:8]1[CH2:9][CH2:10][N:11]([C:14]([CH:15]([NH:16][C:17]([CH3:18])=[O:19])[CH2:20][CH2:21][S:22][CH3:23])=[O:24])[CH2:12][CH2:13]1. Reactants: NCCN1CCN(CC1)C1=C(C=CC=C1)OC (4-(2-aminoethyl)-1-(2-methoxyphenyl)pyperazine), FC=1C=C2C(=CC1)O[C@@H](C[C@]21NC(NC1=O)=O)C(=O)Cl ((2S,4S)-6-fluoro-2',5'-dioxospiro[chroman-4,4'-imidazolidine]-2-carbonyl chloride). Product: COC1=C(C=CC=C1)N1CCN(CC1)CCNC(=O)[C@H]1OC2=CC=C(C=C2[C@@]2(NC(NC2=O)=O)C1)F ((2S,4S)-N-{2-[4-(2-Methoxyphenyl)piperazin-1-yl]ethyl}-6-fluoro-2',5'-dioxospiro[chroman-4,4'-imidazolidine]-2-carboxamide). RXN SMILES: [NH2:1][CH2:2][CH2:3][N:4]1[CH2:9][CH2:8][N:7]([C:10]2[CH:15]=[CH:14][CH:13]=[CH:12][C:11]=2[O:16][CH3:17])[CH2:6][CH2:5]1.[F:18][C:19]1[CH:20]=[C:21]2[C@:28]3([C:32](=[O:33])[NH:31][C:30](=[O:34])[NH:29]3)[CH2:27][C@@H:26]([C:35](Cl)=[O:36])[O:25][C:22]2=[CH:23][CH:24]=1>>[CH3:17][O:16][C:11]1[CH:12]=[CH:13][CH:14]=[CH:15][C:10]=1[N:7]1[CH2:6][CH2:5][N:4]([CH2:3][CH2:2][NH:1][C:35]([C@@H:26]2[CH2:27][C@@:28]3([C:32](=[O:33])[NH:31][C:30](=[O:34])[NH:29]3)[C:21]3[C:22](=[CH:23][CH:24]=[C:19]([F:18])[CH:20]=3)[O:25]2)=[O:36])[CH2:9][CH2:8]1. Procedure details: This compound was prepared by the similar procedure as in the case of Example 8, excepting that 4-(2-aminoethyl)-1-(2-methoxyphenyl)pyperazine and (2S,4S)-6-fluoro-2',5'-dioxospiro[chroman-4,4'-imidazolidine]-2-carbonyl chloride (Reference Example 1) were employed.